This data is from the Open Reaction Database (ORD), a public repository of structured organic reaction records. The task is: describe an organic reaction: reactants, conditions, products, and yield Reactants: FC1(CCN(CC1)C(=O)C=1NC2=CC=C(C=C2C1)OC1CCN(CC1)C(C)C)F ((4,4-Difluoro-piperidin-1-yl)-[5-(1-isopropyl-piperidin-4-yloxy)-1H-indol-2-yl]-methanone), FC1(CCN(CC1)C(=O)C=1NC2=CC=C(C=C2C1)OC1CCN(CC1)C(C)C)F ((4,4-Difluoro-piperidin-1-yl)-[5-(1-isopropyl-piperidin-4-yloxy)-1H-indol-2-yl]-methanone), COC1=NC=C(C=N1)B(O)O (2-methoxy-5-pyrimidineboronic acid). Yields the product FC1(CCN(CC1)C(=O)C=1N(C2=CC=C(C=C2C1)OC1CCN(CC1)C(C)C)C=1C=NC(=NC1)OC)F ((4,4-Difluoro-piperidin-1-yl)-[5-(1-isopropyl-piperidin-4-yloxy)-1-(2-methoxy-pyrimidin-5-yl)-1H-indol-2-yl]-methanone). RXN SMILES: [F:1][C:2]1([F:29])[CH2:7][CH2:6][N:5]([C:8]([C:10]2[NH:11][C:12]3[C:17]([CH:18]=2)=[CH:16][C:15]([O:19][CH:20]2[CH2:25][CH2:24][N:23]([CH:26]([CH3:28])[CH3:27])[CH2:22][CH2:21]2)=[CH:14][CH:13]=3)=[O:9])[CH2:4][CH2:3]1.[CH3:30][O:31][C:32]1[N:37]=[CH:36][C:35](B(O)O)=[CH:34][N:33]=1>>[F:29][C:2]1([F:1])[CH2:7][CH2:6][N:5]([C:8]([C:10]2[N:11]([C:35]3[CH:34]=[N:33][C:32]([O:31][CH3:30])=[N:37][CH:36]=3)[C:12]3[C:17]([CH:18]=2)=[CH:16][C:15]([O:19][CH:20]2[CH2:25][CH2:24][N:23]([CH:26]([CH3:27])[CH3:28])[CH2:22][CH2:21]2)=[CH:14][CH:13]=3)=[O:9])[CH2:4][CH2:3]1. Procedure: In analogy to the procedure described for the synthesis of example 6, the title compound was synthesized from (4,4-difluoro-piperidin-1-yl)-[5-(1-isopropyl-piperidin-4-yloxy)-1H-indol-2-yl]-methanone (intermediate 1) and 2-methoxy-5-pyrimidineboronic acid. The title compound was obtained in 9% yield as yellow oil. MS (m/e): 514.3 (MH+, 100%).